Dataset: the Open Reaction Database (ORD), a public repository of structured organic reaction records. Task: describe an organic reaction: reactants, conditions, products, and yield Starting materials: CCOC(=O)CC(=O)OCC, O=C([O-])[O-], CS(C)=O, Fc1cc(Cl)cnc1F, [Cs+], [Cs+], O. Product: CCOC(=O)C(C(=O)OCC)c1ncc(Cl)cc1F. RXN SMILES: [C:10]([CH2:11][C:12](=[O:13])[O:14][CH2:15][CH3:16])(=[O:17])[O:18][CH2:19][CH3:20].[C:25](=[O:26])([O-:27])[O-:28].[CH3:21][S:22](=[O:23])[CH3:24].[Cl:1][c:2]1[cH:3][c:4]([F:9])[c:5]([F:8])[n:6][cH:7]1.[Cs+:29].[Cs+:30].[OH2:31]>>[Cl:1][c:2]1[cH:3][c:4]([F:9])[c:5]([CH:11]([C:10](=[O:17])[O:18][CH2:19][CH3:20])[C:12](=[O:13])[O:14][CH2:15][CH3:16])[n:6][cH:7]1. The reactants are C(CCC=C)(=O)O (pent-4-enoic acid), C(=O)([O-])[O-].[Cs+].[Cs+] (Cs2CO3), C(C1=CC=CC=C1)Br (benzyl bromide). Run in C(C)O (ethanol). Reaction conditions: temperature 40 celsius, time 2 hour. Product: C(C1=CC=CC=C1)OC(CCC=C)=O (Pent-4-enoic acid benzyl ester). RXN SMILES: [C:1]([OH:7])(=[O:6])[CH2:2][CH2:3][CH:4]=[CH2:5].C([O-])([O-])=O.[Cs+].[Cs+].[CH2:14](Br)[C:15]1[CH:20]=[CH:19][CH:18]=[CH:17][CH:16]=1>C(O)C>[CH2:14]([O:6][C:1](=[O:7])[CH2:2][CH2:3][CH:4]=[CH2:5])[C:15]1[CH:20]=[CH:19][CH:18]=[CH:17][CH:16]=1 |f:1.2.3|. Reported procedure: To 10.53 g (105 mmol) of pent-4-enoic acid in 150 ml ethanol was added 17.1 g (52.5 mmol) of Cs2CO3 and the reaction mixture was stirred at 40° C. for 2 h. The solvent was removed in vacuo, the residue coevaporated three times with toluene and then dissolved in 150 ml of DMF. 17.96 g (105 mmol) of benzyl bromide were added and the reaction mixture stirred at room temperature for 48 h. The reaction mixture was filtered, diluted with water and extracted three times with heptane. The combined organ... The reactants are CCOC(=O)c1ccc(Br)c(CN(CC)C(=O)OCc2ccccc2)c1, CO, [Li+], [OH-]. The product is CCN(Cc1cc(C(=O)O)ccc1Br)C(=O)OCc1ccccc1. Reaction SMILES: [CH2:1]([CH3:2])[O:3][C:4]([c:5]1[cH:6][c:7]([CH2:12][N:13]([CH2:14][CH3:15])[C:16](=[O:17])[O:18][CH2:19][c:20]2[cH:21][cH:22][cH:23][cH:24][cH:25]2)[c:8]([Br:11])[cH:9][cH:10]1)=[O:26].[CH3:29][OH:30].[Li+:28].[OH-:27]>>[O:3]=[C:4]([c:5]1[cH:6][c:7]([CH2:12][N:13]([CH2:14][CH3:15])[C:16](=[O:17])[O:18][CH2:19][c:20]2[cH:21][cH:22][cH:23][cH:24][cH:25]2)[c:8]([Br:11])[cH:9][cH:10]1)[OH:26]. The reactants are O=C(Cl)C(=O)Cl, CCOC(=O)c1ccccc1S(N)(=O)=O, Cc1ccccc1. The product is CCOC(=O)c1ccccc1S(=O)(=O)N=C=O. RXN SMILES: [C:16]([C:17](=[O:18])[Cl:21])([Cl:19])=[O:20].[CH2:1]([CH3:2])[O:3][C:4]([c:5]1[c:6]([S:11]([NH2:12])(=[O:13])=[O:14])[cH:7][cH:8][cH:9][cH:10]1)=[O:15].[CH3:22][c:23]1[cH:24][cH:25][cH:26][cH:27][cH:28]1>>[CH2:1]([CH3:2])[O:3][C:4]([c:5]1[c:6]([S:11]([N:12]=[C:17]=[O:18])(=[O:13])=[O:14])[cH:7][cH:8][cH:9][cH:10]1)=[O:15]. The reactants are CC(C#C)(CCCC(CCCC(C)C)C)O (3,7,11-trimethyl-1-dodecin-3-ol), COC(=C)C (isopropenyl methyl ether), COC(=C)C (isopropenyl methyl ether), CS(=O)(=O)O (methanesulfonic acid), CS(=O)(=O)O (methanesulfonic acid), CC(=O)[O-].[Na+] (NaOAc). The solvent is CCCCCCC (n-heptane). Yields the product C[C@@H](CCC[C@@H](C)CCCC(=O)C)CCCC(C)C (Phytone). The yield is 91.0%. RXN SMILES: [CH3:1][C:2](O)([CH2:5][CH2:6][CH2:7][CH:8]([CH3:15])[CH2:9][CH2:10][CH2:11][CH:12]([CH3:14])[CH3:13])[C:3]#[CH:4].C[O:18][C:19]([CH3:21])=[CH2:20].CS(O)(=O)=O.CC([O-])=O.[Na+]>CCCCCCC>[CH3:15][C@H:8]([CH2:9][CH2:10][CH2:11][CH:12]([CH3:14])[CH3:13])[CH2:7][CH2:6][CH2:5][C@H:2]([CH2:3][CH2:4][CH2:20][C:19]([CH3:21])=[O:18])[CH3:1] |f:3.4|. Procedure: 56.1 g 3,7,11-trimethyl-1-dodecin-3-ol, 27.0 g isopropenyl methyl ether and 100 mL n-heptane were initially introduced into a 500 ml flask. 14.5 mg methanesulfonic acid were added, while stirring. The reaction mixture was stirred under reflux for 7.5 hours. During this period of time, 36.5 g isopropenyl methyl ether and 21.6 mg methanesulfonic acid were added in each case in two portions. The mixture was cooled to room temperature, neutralized with 3 ml methanolic NaOAc solution (10 g/1) and eva... The reactants are C(C)(C)N(C(C)C)CC (N,N-Diisopropylethylamine), C([O-])(O)=O.[Na+] (sodium bicarbonate), FC(S(=O)(=O)OS(=O)(=O)C(F)(F)F)(F)F (trifluoromethanesulfonic anhydride), C(C)C(CC)(C1=CC(=C(C=C1)\C=C\C(CC)(O)CC)C)C1=CC=C(C=C1)O (4-{1-ethyl-1-[4-((E)-3-ethyl-3-hydroxy-1-pentenyl)-3-methyl-phenyl]-propyl}-phenol). As a reaction SMILES: C(N(CC)C(C)C)(C)C.[F:10][C:11]([F:24])([F:23])[S:12]([O:15]S(C(F)(F)F)(=O)=O)(=[O:14])=[O:13].[CH2:25]([C:27]([C:45]1[CH:50]=[CH:49][C:48](O)=[CH:47][CH:46]=1)([C:30]1[CH:35]=[CH:34][C:33](/[CH:36]=[CH:37]/[C:38]([CH2:42][CH3:43])([OH:41])[CH2:39][CH3:40])=[C:32]([CH3:44])[CH:31]=1)[CH2:28][CH3:29])[CH3:26].C(=O)(O)[O-].[Na+]>ClCCl>[CH2:25]([C:27]([C:45]1[CH:46]=[CH:47][C:48]([O:15][S:12]([C:11]([F:24])([F:23])[F:10])(=[O:14])=[O:13])=[CH:49][CH:50]=1)([C:30]1[CH:35]=[CH:34][C:33](/[CH:36]=[CH:37]/[C:38]([CH2:39][CH3:40])([OH:41])[CH2:42][CH3:43])=[C:32]([CH3:44])[CH:31]=1)[CH2:28][CH3:29])[CH3:26] |f:3.4|. Conditions: time 10 minute. Yields the product C(C)C(CC)(C1=CC(=C(C=C1)\C=C\C(CC)(O)CC)C)C1=CC=C(C=C1)OS(=O)(=O)C(F)(F)F (Trifluoromethanesulfonic Acid 4-{1-ethyl-1-[(E)-4-(3-ethyl-3-hydroxy-1-pentenyl)-3-methyl-phenyl]-propyl}-phenyl Ester). Reported procedure: N,N-Diisopropylethylamine (0.83 mL, 2 mmol) and trifluoromethanesulfonic anhydride (0.26 mL, 1.6 mmol) were added to a solution of 4-{1-ethyl-1-[4-((E)-3-ethyl-3-hydroxy-1-pentenyl)-3-methyl-phenyl]-propyl}-phenol (Example 39-(3); 0.52 g, 1.4 mmol) in dichloromethane (7 mL) at −78° C., and the mixture was stirred at the same temperature for 10 minutes. A saturated aqueous sodium bicarbonate solution was added to the reaction mixture, followed by extraction with ethyl acetate. The organic layer w... The solvent is ClCCl (dichloromethane). Yield: 93.1%.